From a dataset of the Open Reaction Database (ORD), a public repository of structured organic reaction records. describe an organic reaction: reactants, conditions, products, and yield The reactants are C[O-], CO, N#Cc1ccc(-c2ccccc2[N+](=O)[O-])o1, [Na+]. Product: COC(=N)c1ccc(-c2ccccc2[N+](=O)[O-])o1. Reaction SMILES: [CH3:17][O-:18].[CH3:20][OH:21].[N+:1](=[O:2])([O-:3])[c:4]1[c:5](-[c:10]2[cH:11][cH:12][c:13]([C:15]#[N:16])[o:14]2)[cH:6][cH:7][cH:8][cH:9]1.[Na+:19]>>[N+:1](=[O:2])([O-:3])[c:4]1[c:5](-[c:10]2[cH:11][cH:12][c:13]([C:15](=[NH:16])[O:18][CH3:17])[o:14]2)[cH:6][cH:7][cH:8][cH:9]1. The reactants are C(C=C)ON(S(=O)(=O)C1=C(C=CC=C1)[N+](=O)[O-])[C@@H]1C=C([C@H](N(C1)C(=O)OC(C)(C)C)C(N)=O)C ((2S,5R)-tert-butyl 5-(N-(allyloxy)-2-nitrophenylsulfonamido)-2-carbamoyl-3-methyl-5,6-dihydropyridine-1(2H)-carboxylate), C(C=C)ON(S(=O)(=O)C1=C(C=CC=C1)[N+](=O)[O-])[C@@H]1C=C([C@H](N(C1)C(=O)OC(C)(C)C)C(=O)O)C(C)C ((2S,5R)-5-(N-(allyloxy)-2-nitrophenylsulfonamido)-1-(tert-butoxycarbonyl)-3-isopropyl-1,2,5,6-tetrahydropyridine-2-carboxylic acid), C(C=C)ON(S(=O)(=O)C1=C(C=CC=C1)[N+](=O)[O-])[C@@H]1C=C([C@H](N(C1)C(=O)OC(C)(C)C)C(=O)O)C(C)C ((2S,5R)-5-(N-(allyloxy)-2-nitrophenylsulfonamido)-1-(tert-butoxycarbonyl)-3-isopropyl-1,2,5,6-tetrahydropyridine-2-carboxylic acid). Product: C(C=C)ON(S(=O)(=O)C1=C(C=CC=C1)[N+](=O)[O-])[C@@H]1C=C([C@H](N(C1)C(=O)OC(C)(C)C)C(N)=O)C(C)C ((2S,5R)-tert-butyl 5-(N-(allyloxy)-2-nitrophenylsulfonamido)-2-carbamoyl-3-isopropyl-5,6-dihydropyridine-1(2H)-carboxylate). The yield is 43.7%. RXN SMILES: C(O[N:5]([C@H]1CN(C(OC(C)(C)C)=O)[C@H](C(=O)N)C(C)=C1)S(C1C=CC=CC=1[N+]([O-])=O)(=O)=O)C=C.[CH2:35]([O:38][N:39]([C@H:52]1[CH2:57][N:56]([C:58]([O:60][C:61]([CH3:64])([CH3:63])[CH3:62])=[O:59])[C@H:55]([C:65]([OH:67])=O)[C:54]([CH:68]([CH3:70])[CH3:69])=[CH:53]1)[S:40]([C:43]1[CH:48]=[CH:47][CH:46]=[CH:45][C:44]=1[N+:49]([O-:51])=[O:50])(=[O:42])=[O:41])[CH:36]=[CH2:37]>>[CH2:35]([O:38][N:39]([C@H:52]1[CH2:57][N:56]([C:58]([O:60][C:61]([CH3:63])([CH3:64])[CH3:62])=[O:59])[C@H:55]([C:65](=[O:67])[NH2:5])[C:54]([CH:68]([CH3:70])[CH3:69])=[CH:53]1)[S:40]([C:43]1[CH:48]=[CH:47][CH:46]=[CH:45][C:44]=1[N+:49]([O-:51])=[O:50])(=[O:41])=[O:42])[CH:36]=[CH2:37]. Procedure: (2S,5R)-tert-butyl 5-(N-(allyloxy)-2-nitrophenylsulfonamido)-2-carbamoyl-3-isopropyl-5,6-dihydropyridine-1(2H)-carboxylate (0.260 g, 43.7%) was prepared a similar manner as described in Intermediate 83 as a pale yellow oil, using (2S,5R)-5-(N-(allyloxy)-2-nitrophenylsulfonamido)-1-(tert-butoxycarbonyl)-3-isopropyl-1,2,5,6-tetrahydropyridine-2-carboxylic acid (Intermediate 93, 0.595 g, 1.13 mmol) as a starting material. Starting materials: C(C)(C)(C)OC(=O)N1[C@@H](CCC1)C1CO1 ((2S)-1-(tert-butoxycarbonyl)-2-(1,2-epoxyethyl)pyrrolidine), C(C1=CC=CC=C1)OC1=CC=C(C=C1)O (4-(benzyloxy)phenol). Product: C(C1=CC=CC=C1)OC1=CC=C(OCC(O)[C@H]2N(CCC2)C(=O)OC(C)(C)C)C=C1 ((2S)-2-{2-[4-(Benzyloxy)phenoxy]-1-hydroxyethyl}-1-(tert-butoxycarbonyl)pyrrolidine). The yield is 59.1%. RXN SMILES: [C:1]([O:5][C:6]([N:8]1[CH2:12][CH2:11][CH2:10][C@H:9]1[CH:13]1[O:15][CH2:14]1)=[O:7])([CH3:4])([CH3:3])[CH3:2].[CH2:16]([O:23][C:24]1[CH:29]=[CH:28][C:27]([OH:30])=[CH:26][CH:25]=1)[C:17]1[CH:22]=[CH:21][CH:20]=[CH:19][CH:18]=1>>[CH2:16]([O:23][C:24]1[CH:25]=[CH:26][C:27]([O:30][CH2:14][CH:13]([C@@H:9]2[CH2:10][CH2:11][CH2:12][N:8]2[C:6]([O:5][C:1]([CH3:2])([CH3:3])[CH3:4])=[O:7])[OH:15])=[CH:28][CH:29]=1)[C:17]1[CH:18]=[CH:19][CH:20]=[CH:21][CH:22]=1. Procedure: By the same procedure as in Example 26-B), while using (2S)-1-(tert-butoxycarbonyl)-2-(1,2-epoxyethyl)pyrrolidine (1.50 g) and 4-(benzyloxy)phenol (2.96 g), there was obtained 1.72 g of the title compound. Reactants: N1(CCOCC1)CCOC=1C=C(C=CC1)N (3-(2-Morpholin-4-yl-ethoxy)-phenylamine), CS(=O)C1=NN2C(C=N1)=CC=C2C=2C=NN(C2)C (2-Methanesulfinyl-7-(1-methyl-1H-pyrazol-4-yl)-pyrrolo[2,1-f][1,2,4]triazine). Product: CN1N=CC(=C1)C1=CC=C2C=NC(=NN21)NC2=CC(=CC=C2)OCCN2CCOCC2 ([7-(1-Methyl-1H-pyrazol-4-yl)-pyrrolo[2,1-f][1,2,4]triazin-2-yl]-[3-(2-morpholin-4-yl-ethoxy)-phenyl]-amine). As a reaction SMILES: [N:1]1([CH2:7][CH2:8][O:9][C:10]2[CH:11]=[C:12]([NH2:16])[CH:13]=[CH:14][CH:15]=2)[CH2:6][CH2:5][O:4][CH2:3][CH2:2]1.CS([C:20]1[N:25]=[CH:24][C:23]2=[CH:26][CH:27]=[C:28]([C:29]3[CH:30]=[N:31][N:32]([CH3:34])[CH:33]=3)[N:22]2[N:21]=1)=O>>[CH3:34][N:32]1[CH:33]=[C:29]([C:28]2[N:22]3[C:23]([CH:24]=[N:25][C:20]([NH:16][C:12]4[CH:13]=[CH:14][CH:15]=[C:10]([O:9][CH2:8][CH2:7][N:1]5[CH2:6][CH2:5][O:4][CH2:3][CH2:2]5)[CH:11]=4)=[N:21]3)=[CH:26][CH:27]=2)[CH:30]=[N:31]1. Procedure: Prepared by following a procedure analagous to Example 251c by using 3-(2-Morpholin-4-yl-ethoxy)-phenylamine and 2-Methanesulfinyl-7-(1-methyl-1H-pyrazol-4-yl)-pyrrolo[2,1-f][1,2,4]triazine. 1H-NMR (DMSO) δ 10 (brs, 1H), 9.4 (s, 1H), 8.9 (s, 1H), 8.4 (s, 1H), 8.2 (s, 1H), 7.5 (brs, 1H), 7.3 (m, 2H), 7.06 (d, J=4.6 Hz, 1H), 6.9 (d, J=4.6 Hz, 1H), 6.7 (d, J=8.0 Hz, 1H), 4.3 (m, 2H), 4-3.1 (m, 10H), 3.9 (s, 3H); LC/MS (ESI+): 420 (M+H). The reactants are COc1cc2ncnc(Cl)c2cc1OC, c1c2c(cc3c1NCC3)NCC2, CN(C)C=O. Product: COc1cc2ncnc(N3CCc4cc5c(cc43)CCN5)c2cc1OC. RXN SMILES: [Cl:13][c:14]1[n:15][cH:16][n:17][c:18]2[cH:19][c:20]([O:26][CH3:27])[c:21]([O:24][CH3:25])[cH:22][c:23]12.[NH:1]1[CH2:2][CH2:3][c:4]2[c:5]1[cH:6][c:7]1[c:11]([cH:12]2)[NH:10][CH2:9][CH2:8]1.[O:28]=[CH:29][N:30]([CH3:31])[CH3:32]>>[N:1]1([c:14]2[n:15][cH:16][n:17][c:18]3[cH:19][c:20]([O:26][CH3:27])[c:21]([O:24][CH3:25])[cH:22][c:23]23)[CH2:2][CH2:3][c:4]2[c:5]1[cH:6][c:7]1[c:11]([cH:12]2)[NH:10][CH2:9][CH2:8]1. Starting materials: CC(CN)O (DL-1-amino-2-propanol), 0.250, O=C1C=2N=CN(C2N=CN1)CCC(=O)OCC (3-(1,6-dihydro-6-oxo-9H-purin-9-yl)propionic acid, ethyl ester). Run in C(C)#N (acetonitrile). Reaction conditions: temperature 120 celsius, time 1 hour. Yields the product O=C1C=2N=CN(C2N=CN1)CCC(=O)NCC(C)O (3-(1,6-dihydro-6-oxo-9H-purin-9-yl)-N-(2-hydroxypropyl)propanamide). Yield: 85.0%. Reaction SMILES: [CH3:1][CH:2]([OH:5])[CH2:3][NH2:4].[O:6]=[C:7]1[NH:15][CH:14]=[N:13][C:12]2[N:11]([CH2:16][CH2:17][C:18](OCC)=[O:19])[CH:10]=[N:9][C:8]1=2>C(#N)C>[O:6]=[C:7]1[NH:15][CH:14]=[N:13][C:12]2[N:11]([CH2:16][CH2:17][C:18]([NH:4][CH2:3][CH:2]([OH:5])[CH3:1])=[O:19])[CH:10]=[N:9][C:8]1=2. Procedure details: 0.500 g (6.66 mmol) DL-1-amino-2-propanol and 0.250 (1.06 mmol) 3-(1,6-dihydro-6-oxo-9H-purin-9-yl)propionic acid, ethyl ester (AIT-0027) were heated together in a 10 ml round bottom flask with stirring at 120° C. for one hour. The solution was allowed to cool to room temperature and 10 ml acetonitrile was added and the solution was stirred. The solution was triturated with a small amount of methanol (approximately 1 ml) and was stirred until the appearance of a fine white precipitate. The solut...